From a dataset of the Open Reaction Database (ORD), a public repository of structured organic reaction records. describe an organic reaction: reactants, conditions, products, and yield Starting materials: O=C(c1ncc[nH]1)c1ncc[nH]1, COc1ccc(-c2c(Cl)c(CN)nc3sc4c(c23)CCS(=O)C4)cc1, O=C1CCC(=O)O1, CN(C)C=O, O. Product: COc1ccc(-c2c(Cl)c(CN3C(=O)CCC3=O)nc3sc4c(c23)CCS(=O)C4)cc1. As a reaction SMILES: [C:33]([c:34]1[nH:35][cH:36][cH:37][n:38]1)([c:39]1[nH:40][cH:41][cH:42][n:43]1)=[O:44].[NH2:8][CH2:9][c:10]1[c:11]([Cl:32])[c:12](-[c:24]2[cH:25][cH:26][c:27]([O:30][CH3:31])[cH:28][cH:29]2)[c:13]2[c:14]([n:15]1)[s:16][c:17]1[c:18]2[CH2:19][CH2:20][S:21](=[O:23])[CH2:22]1.[O:1]=[C:2]1[CH2:3][CH2:4][C:5](=[O:6])[O:7]1.[O:46]=[CH:47][N:48]([CH3:49])[CH3:50].[OH2:45]>>[C:2]1(=[O:7])[CH2:3][CH2:4][C:5](=[O:6])[N:8]1[CH2:9][c:10]1[c:11]([Cl:32])[c:12](-[c:24]2[cH:25][cH:26][c:27]([O:30][CH3:31])[cH:28][cH:29]2)[c:13]2[c:14]([n:15]1)[s:16][c:17]1[c:18]2[CH2:19][CH2:20][S:21](=[O:23])[CH2:22]1. Reactants: COC(=O)C1CCC(C(N)=O)CC1, COP(=O)(OC)OC, CCOC(C)=O, O=C(Cl)OC(Cl)(Cl)Cl. Product: COC(=O)C1CCC(C#N)CC1. Reaction SMILES: [CH3:1][O:2][C:3](=[O:4])[CH:5]1[CH2:6][CH2:7][CH:8]([C:11]([NH2:12])=[O:13])[CH2:9][CH2:10]1.[CH3:22][O:23][P:24]([O:25][CH3:26])([O:27][CH3:28])=[O:29].[CH3:30][CH2:31][O:32][C:33](=[O:34])[CH3:35].[O:14]=[C:15]([Cl:16])[O:17][C:18]([Cl:19])([Cl:20])[Cl:21]>>[CH3:1][O:2][C:3](=[O:4])[CH:5]1[CH2:6][CH2:7][CH:8]([C:11]#[N:12])[CH2:9][CH2:10]1. Starting materials: CC(=O)OCC(=C(C=O)c1ccccc1)c1ccc(S(C)(=O)=O)cc1, CC=C(C)C, CC(C)(C)O, [O-][Cl+][O-], [Na+], O. Product: CC(=O)OCC(=C(C(=O)O)c1ccccc1)c1ccc(S(C)(=O)=O)cc1. RXN SMILES: [C:1]([CH3:2])(=[O:3])[O:4][CH2:5][C:6](=[C:7]([CH:8]=[O:9])[c:10]1[cH:11][cH:12][cH:13][cH:14][cH:15]1)[c:16]1[cH:17][cH:18][c:19]([S:22](=[O:23])(=[O:24])[CH3:25])[cH:20][cH:21]1.[CH3:26][C:27](=[CH:28][CH3:29])[CH3:30].[CH3:35][C:36]([OH:37])([CH3:38])[CH3:39].[Cl+:31]([O-:32])[O-:33].[Na+:34].[OH2:40]>>[C:1]([CH3:2])(=[O:3])[O:4][CH2:5][C:6](=[C:7]([C:8](=[O:9])[OH:32])[c:10]1[cH:11][cH:12][cH:13][cH:14][cH:15]1)[c:16]1[cH:17][cH:18][c:19]([S:22](=[O:23])(=[O:24])[CH3:25])[cH:20][cH:21]1.